From a dataset of the Open Reaction Database (ORD), a public repository of structured organic reaction records. describe an organic reaction: reactants, conditions, products, and yield The reactants are C(C)(=O)OCC (ethyl acetate), CN(C1=C(CSC=2NC(C(N2)=O)(C)C)C=CC=C1)C (2-(2-dimethylaminobenzylthio)-5,5-dimethylimidazolin-4-one), [H-].[Na+] (sodium hydride), CI (methyl iodide). Solvent: O (water), CN(C=O)C (N,N-dimethylformamide). Reaction conditions: time 15 minute. Product: CN1C(=NC(C1=O)(C)C)SCC1=C(C=CC=C1)N(C)C (1-N-methyl-2-(2-dimethylaminobenzylthio)-4,4-dimethyl-2-imidazolin-5-one). Reaction SMILES: [CH3:1][N:2]([CH3:19])[C:3]1[CH:18]=[CH:17][CH:16]=[CH:15][C:4]=1[CH2:5][S:6][C:7]1[NH:8][C:9]([CH3:14])([CH3:13])[C:10](=[O:12])[N:11]=1.[H-].[Na+].CI.[C:24](OCC)(=O)C>CN(C)C=O.O>[CH3:24][N:11]1[C:10](=[O:12])[C:9]([CH3:14])([CH3:13])[N:8]=[C:7]1[S:6][CH2:5][C:4]1[CH:15]=[CH:16][CH:17]=[CH:18][C:3]=1[N:2]([CH3:1])[CH3:19] |f:1.2|. Reported procedure: To a solution of 0.5 g of 2-(2-dimethylaminobenzylthio)-5,5-dimethylimidazolin-4-one in 20 mL of N,N-dimethylformamide, there was added 60% sodium hydride in 0.09 g of mineral oil at -10° C. After the mixture was stirred for 15 minutes, 1 mL of methyl iodide was added to the mixture, and the stirring was continued for one hour. To the reaction mixture, there were added 100 mL of ethyl acetate (AcOEt) and 100 mL of water. The AcOEt layer was separated. The separated AcOEt layer was washed three t... The reactants are O=C1CCC2=C1NC(=C2)C(=O)OCC (Ethyl 6-oxo-1,4,5,6-tetrahydrocyclopenta[b]pyrrole-2-carboxylate), ClC=1C=C(C[Mg]Cl)C=C(C1)F (3-chloro-5-fluorobenzylmagnesium chloride). Product: ClC=1C=C(CC2CCC3=C2NC(=C3)C(=O)OCC)C=C(C1)F (ethyl 6-(3-chloro-5-fluorobenzyl)-1,4,5,6-tetrahydrocyclopenta[b]pyrrole-2-carboxylate), olefin. Yield: 11.0%. As a reaction SMILES: O=[C:2]1[C:6]2[NH:7][C:8]([C:10]([O:12][CH2:13][CH3:14])=[O:11])=[CH:9][C:5]=2[CH2:4][CH2:3]1.[Cl:15][C:16]1[CH:17]=[C:18]([CH:22]=[C:23]([F:25])[CH:24]=1)[CH2:19][Mg]Cl>>[Cl:15][C:16]1[CH:17]=[C:18]([CH:22]=[C:23]([F:25])[CH:24]=1)[CH2:19][CH:2]1[C:6]2[NH:7][C:8]([C:10]([O:12][CH2:13][CH3:14])=[O:11])=[CH:9][C:5]=2[CH2:4][CH2:3]1. Procedure: The title compound was synthesized in two steps. Ethyl 6-oxo-1,4,5,6-tetrahydrocyclopenta[b]pyrrole-2-carboxylate (0.40 g, 2.23 mmol) was reacted with 3-chloro-5-fluorobenzylmagnesium chloride (0.25 M in diethyl ether, 23.0 mL, 5.6 mmol) according to General Procedure 3 to give the exocyclic olefin-containing compound (Z)-ethyl 6-(3-chloro-5-fluorobenzylidene)-1,4,5,6-tetrahydrocyclopenta[b]pyrrole-2-carboxylate, followed by hydrogenation according to General Procedure 6 (with Pt2O), and was pur... Starting materials: C(#N)C1=CC=C(N)C=C1 (4-cyanoaniline), N1=CC=CC=C1 (pyridine), ClCCC(=O)Cl (3-Chloropropionylchloride). Solvent: C(Cl)Cl (DCM). Reaction conditions: time 1 hour. The product is C(#N)C1=CC=C(C=C1)NC(CCCl)=O (N1-(4-Cyanophenyl)-3-chloropropanamide). Isolated yield 81.0%. As a reaction SMILES: [Cl:1][CH2:2][CH2:3][C:4](Cl)=[O:5].[C:7]([C:9]1[CH:15]=[CH:14][C:12]([NH2:13])=[CH:11][CH:10]=1)#[N:8].N1C=CC=CC=1>C(Cl)Cl>[C:7]([C:9]1[CH:15]=[CH:14][C:12]([NH:13][C:4](=[O:5])[CH2:3][CH2:2][Cl:1])=[CH:11][CH:10]=1)#[N:8]. Procedure details: 3-Chloropropionylchloride (1.08 g; 8.5 mmol) was added to a cooled (10° C.) solution of 4-cyanoaniline (1.0 g; 8.5 mmol) and pyridine (0.69 mL; 8.5 mnol) in DCM (40 mL), and the reaction mixture was stirred at rt. for 1 h. The reaction mixture was extracted with HCl (2N), washed with water, dried and concentrated to give the sub-title compound in a 81% yield. Starting materials: CC(C)(C)S(N)=O, CC=O, ClCCl. The product is CC=NS(=O)C(C)(C)C. Reaction SMILES: [CH3:1][C:2]([CH3:3])([CH3:4])[S:5](=[O:6])[NH2:7].[CH:8]([CH3:9])=[O:10].[Cl:11][CH2:12][Cl:13]>>[CH3:1][C:2]([CH3:3])([CH3:4])[S:5](=[O:6])[N:7]=[CH:8][CH3:9]. Reactants: C(C)(C)(C)OC(=O)[C@@H](CCCC1=CC=CC=C1)[C@H](C(=O)NN)CC(C)C (2(R)-[1(S)-(tert-butoxycarbonyl)-4-phenylbutyl]-4-methylvalerohydrazide), C(C1=CC=CC=C1)OC(=O)NCC(=O)O (N-(benzyloxycarbonyl)-glycine), Cl.C(C)N=C=NCCCN(C)C (1-ethyl-3-(3-dimethylaminopropyl)carbodiimide hydrochloride). Solvent: C(C)OCC (diethyl ether), CN(C=O)C (dimethylformamide). Conditions: time 8 hour. Yields the product C(C)(C)(C)OC(=O)[C@@H](CCCC1=CC=CC=C1)[C@H](C(=O)NNC(CNC(=O)OCC1=CC=CC=C1)=O)CC(C)C (2(R)-[1(S)-(tert-butoxycarbonyl)-4-phenylbutyl]-2′-[N-(benzyloxycarbonyl)-glycinyl]-4-methylvalerohydrazide). Yield: 90.1%. Reaction SMILES: [C:1]([O:5][C:6]([C@H:8]([C@@H:18]([CH2:23][CH:24]([CH3:26])[CH3:25])[C:19]([NH:21][NH2:22])=[O:20])[CH2:9][CH2:10][CH2:11][C:12]1[CH:17]=[CH:16][CH:15]=[CH:14][CH:13]=1)=[O:7])([CH3:4])([CH3:3])[CH3:2].[CH2:27]([O:34][C:35]([NH:37][CH2:38][C:39](O)=[O:40])=[O:36])[C:28]1[CH:33]=[CH:32][CH:31]=[CH:30][CH:29]=1.Cl.C(N=C=NCCCN(C)C)C>CN(C)C=O.C(OCC)C>[C:1]([O:5][C:6]([C@H:8]([C@@H:18]([CH2:23][CH:24]([CH3:26])[CH3:25])[C:19]([NH:21][NH:22][C:39](=[O:40])[CH2:38][NH:37][C:35]([O:34][CH2:27][C:28]1[CH:29]=[CH:30][CH:31]=[CH:32][CH:33]=1)=[O:36])=[O:20])[CH2:9][CH2:10][CH2:11][C:12]1[CH:17]=[CH:16][CH:15]=[CH:14][CH:13]=1)=[O:7])([CH3:4])([CH3:3])[CH3:2] |f:2.3|. Procedure: A solution of 2.15 g of 2(R)-[1(S)-(tert-butoxycarbonyl)-4-phenylbutyl]-4-methylvalerohydrazide and 1.86 g of N-(benzyloxycarbonyl)-glycine in 8 ml of dimethylformamide was cooled to 0° C. and treated with 2.0 g of 1-ethyl-3-(3-dimethylaminopropyl)carbodiimide hydrochloride. The mixture was stirred overnight at room temperature, diluted with diethyl ether and washed sequentially with 2M aqueous hydrogen chloride, 5% aqueous sodium hydrogen carbonate, water, and saturated aqueous sodium chloride.... Reactants: FC1=C(\C=N\[S@@](=O)C(C)(C)C)C=C(C=C1)C(F)(F)F ((S,E)-N-(2-fluoro-5-(trifluoromethyl)benzylidene)-2-methylpropane-2-sulfinamide), C[Mg]Br (methylmagnesium bromide), C1CCOC1 (THF). The solvent is ClCCl (dichloromethane). Conditions: temperature -78 celsius, time 1 hour. Yields the product FC1=C(C=C(C=C1)C(F)(F)F)C(C)N[S@@](=O)C(C)(C)C ((S)—N-(1-(2-fluoro-5-(trifluoromethyl)phenyl)ethyl)-2-methylpropane-2-sulfinamide). The yield is 40.0%. RXN SMILES: [F:1][C:2]1[CH:15]=[CH:14][C:13]([C:16]([F:19])([F:18])[F:17])=[CH:12][C:3]=1/[CH:4]=[N:5]/[S@:6]([C:8]([CH3:11])([CH3:10])[CH3:9])=[O:7].[CH3:20][Mg]Br.C1COCC1>ClCCl>[F:1][C:2]1[CH:15]=[CH:14][C:13]([C:16]([F:19])([F:17])[F:18])=[CH:12][C:3]=1[CH:4]([NH:5][S@:6]([C:8]([CH3:11])([CH3:9])[CH3:10])=[O:7])[CH3:20]. Procedure details: To a solution of (S,E)-N-(2-fluoro-5-(trifluoromethyl)benzylidene)-2-methylpropane-2-sulfinamide (single enantiomer) (150 mg, 0.51 mmol, Step-1) in dichloromethane (5 mL) is added dropwise a solution of methylmagnesium bromide in THF (0.99 M, 2.57 mL, 2.54 mmol) at −78° C. The resulting mixture is stirred at −78° C. for 2 hours and at room temperature for 1 hour. The reaction is quenched by saturated aqueous ammonium chloride solution (50 mL), and the aqueous phase is extracted with EtOAc (50 mL... Reactants: NC1=CC=C(C#N)C=C1 (4-amino-benzonitrile), [H-].[Na+] (sodium hydride), ClC1=NN2C(C3=CC=CC=C13)=NN=C2C2=CC=C(C=C2)OC (6-chloro-3-(4-methoxy-phenyl)-[1,2,4]triazolo[3,4-a]phthalazine), ClC1=NN2C(C3=CC=CC=C13)=NN=C2C2=CC=C(C=C2)OC (6-chloro-3-(4-methoxy-phenyl)-[1,2,4]triazolo[3,4-a]phthalazine), O (water). The solvent is CN(C=O)C (N,N-dimethylformamide). Product: COC1=CC=C(C=C1)C1=NN=C2N1N=C(C1=CC=CC=C21)NC2=CC=C(C#N)C=C2 (4-[3-(4-Methoxyphenyl)-[1,2,4]triazolo[3,4-a]phthalazin-6-ylamino]-benzonitrile). The yield is 84.7%. As a reaction SMILES: [NH2:1][C:2]1[CH:9]=[CH:8][C:5]([C:6]#[N:7])=[CH:4][CH:3]=1.[H-].[Na+].Cl[C:13]1[C:22]2[C:17](=[CH:18][CH:19]=[CH:20][CH:21]=2)[C:16]2=[N:23][N:24]=[C:25]([C:26]3[CH:31]=[CH:30][C:29]([O:32][CH3:33])=[CH:28][CH:27]=3)[N:15]2[N:14]=1.O>CN(C)C=O>[CH3:33][O:32][C:29]1[CH:30]=[CH:31][C:26]([C:25]2[N:15]3[N:14]=[C:13]([NH:1][C:2]4[CH:9]=[CH:8][C:5]([C:6]#[N:7])=[CH:4][CH:3]=4)[C:22]4[C:17]([C:16]3=[N:23][N:24]=2)=[CH:18][CH:19]=[CH:20][CH:21]=4)=[CH:27][CH:28]=1 |f:1.2|. Reported procedure: 295 mg of 4-amino-benzonitrile and 6 mg of sodium hydride (60%) in 2.5 ml of N,N-dimethylformamide are treated with 100 mg of 6-chloro-3-(4-methoxy-phenyl)-[1,2,4]triazolo[3,4-a]phthalazine (compound B1) at ambient temperature. After 10 min the reaction mixture is added to water, the precipitate is filtered with suction and the solid is recrystallized from N,N-dimethylformamide to yield 107 mg of the title compound. The reactants are Br.C(C1=CC=CC=C1)NC[C@@H]1OC2=CC=CC=C2CC1 (N-benzyl[(2R)-3,4-dihydro-2H-chromen-2-yl]methanamine hydrobromide), BrBr (bromine), O (water). The solvent is C(=O)O (formic acid). Conditions: temperature 16 celsius, time 70 minute. Yields the product C(C1=CC=CC=C1)NC[C@@H]1OC2=CC=C(C=C2CC1)Br (N-benzyl-N-{[(2R)-6-bromo-3,4-dihydro-2H-chromen-2-yl]methyl}amine). Yield: 84.3%. As a reaction SMILES: [BrH:1].[CH2:2]([NH:9][CH2:10][C@H:11]1[CH2:20][CH2:19][C:18]2[C:13](=[CH:14][CH:15]=[CH:16][CH:17]=2)[O:12]1)[C:3]1[CH:8]=[CH:7][CH:6]=[CH:5][CH:4]=1.BrBr.O>C(O)=O>[CH2:2]([NH:9][CH2:10][C@H:11]1[CH2:20][CH2:19][C:18]2[C:13](=[CH:14][CH:15]=[C:16]([Br:1])[CH:17]=2)[O:12]1)[C:3]1[CH:4]=[CH:5][CH:6]=[CH:7][CH:8]=1 |f:0.1|. Reported procedure: In a 30 L reaction vessel, N-benzyl[(2R)-3,4-dihydro-2H-chromen-2-yl]methanamine hydrobromide (2173 g, 6.5 moles, 1.0 eq.) was suspended in 11.4 L formic acid. The suspension was cooled to 16° C., then bromine (1071 g, 6.7 moles, 1.03 eq.) was added over a 60 minutes, maintaining the reaction temperature between 15 and 16° C. After 70 minutes, a HPLC probe indicated the reaction to be complete. To the reaction mixture was then added 15.6 L water (temperature increased to 21° C.). The light react... Starting materials: C(CCCCCCC)[SiH](CCCCCCCC)CCCCCCCC (trioctylsilane), C=CCCCCCC (1-octene). The reagents and catalysts are C1=CC=C(C=C1)P(C2=CC=CC=C2)C3=CC=CC=C3.C1=CC=C(C=C1)P(C2=CC=CC=C2)C3=CC=CC=C3.C1=CC=C(C=C1)P(C2=CC=CC=C2)C3=CC=CC=C3.[Cl-].[Rh] (chlorotris(triphenylphosphine)rhodium(I)). Run in C1(=CC=CC=C1)C (toluene). Product: C(CCCCCCC)[Si](CCCCCCCC)(CCCCCCCC)CCCCCCCC (tetraoctylsilane). Reaction SMILES: [CH2:1]([SiH:9]([CH2:18][CH2:19][CH2:20][CH2:21][CH2:22][CH2:23][CH2:24][CH3:25])[CH2:10][CH2:11][CH2:12][CH2:13][CH2:14][CH2:15][CH2:16][CH3:17])[CH2:2][CH2:3][CH2:4][CH2:5][CH2:6][CH2:7][CH3:8].[CH2:26]=[CH:27][CH2:28][CH2:29][CH2:30][CH2:31][CH2:32][CH3:33]>C1(C)C=CC=CC=1.C1C=CC(P(C2C=CC=CC=2)C2C=CC=CC=2)=CC=1.C1C=CC(P(C2C=CC=CC=2)C2C=CC=CC=2)=CC=1.C1C=CC(P(C2C=CC=CC=2)C2C=CC=CC=2)=CC=1.[Cl-].[Rh]>[CH2:18]([Si:9]([CH2:26][CH2:27][CH2:28][CH2:29][CH2:30][CH2:31][CH2:32][CH3:33])([CH2:1][CH2:2][CH2:3][CH2:4][CH2:5][CH2:6][CH2:7][CH3:8])[CH2:10][CH2:11][CH2:12][CH2:13][CH2:14][CH2:15][CH2:16][CH3:17])[CH2:19][CH2:20][CH2:21][CH2:22][CH2:23][CH2:24][CH3:25] |f:3.4.5.6.7|. Procedure details: A mixture of 2.0 grams trioctylsilane and 10 grams 1-octene in 5 milliliters of toluene was reacted for 2 hours at 75°-80° C. in the presence of 0.009 gram of chlorotris(triphenylphosphine)rhodium(I) to yield 80 weight percent tetraoctylsilane. The reactants are C(C)(=O)NC=1SC(=NN1)S(=O)(=O)Cl (2-acetamido-5-chlorosulfonyl-1,3,4-thiadiazole), C(C)C(CC)N (1-Ethylpropylamine), Cl (hydrochloric acid). Solvent: O (water). Run at temperature 20 celsius, time 2 hour. Product: C(C)(=O)NC=1SC(=NN1)S(=O)(=O)NC(CC)CC (2-acetamido-5-[N-(1-ethylpropyl)aminosulfonyl]-1,3,4-thiadiazole). RXN SMILES: [CH2:1]([CH:3]([NH2:6])[CH2:4][CH3:5])[CH3:2].[C:7]([NH:10][C:11]1[S:12][C:13]([S:16](Cl)(=[O:18])=[O:17])=[N:14][N:15]=1)(=[O:9])[CH3:8].Cl>O>[C:7]([NH:10][C:11]1[S:12][C:13]([S:16]([NH:6][CH:3]([CH2:4][CH3:5])[CH2:1][CH3:2])(=[O:17])=[O:18])=[N:14][N:15]=1)(=[O:9])[CH3:8]. Procedure details: 1-Ethylpropylamine (0.1 mole) and water (50 ml) are charged into a glass reaction vessel fitted with a mechanical stirrer and thermometer. The solution is cooled to 20° C. and stirred while 2-acetamido-5-chlorosulfonyl-1,3,4-thiadiazole (0.1 mole) is added slowly while holding the reaction temperature between 0° C. and 20° C. At the conclusion of the addition, stirring is continued for a period of about 2 hours at room temperature. The reaction mixture is then neutralized with 6 N hydrochloric a...